From a dataset of the Open Reaction Database (ORD), a public repository of structured organic reaction records. describe an organic reaction: reactants, conditions, products, and yield As a reaction SMILES: [CH2:1]([O:2][CH2:3][O:5][c:6]1[cH:7][n:8][c:9](-[c:12]2[cH:13][cH:14][c:15]([F:18])[cH:16][cH:17]2)[n:10][cH:11]1)[CH3:4].[CH3:20][OH:21].[ClH:19]>>[OH:5][c:6]1[cH:7][n:8][c:9](-[c:12]2[cH:13][cH:14][c:15]([F:18])[cH:16][cH:17]2)[n:10][cH:11]1. Reactants: CCOCOc1cnc(-c2ccc(F)cc2)nc1, CO, Cl. The product is Oc1cnc(-c2ccc(F)cc2)nc1. Reactants: COC(=O)c1nn(Cc2ccccc2)c2cccc(Cl)c2c1=O, CC(C)C[AlH]CC(C)C, C1CCOC1. Product: O=c1c(CO)nn(Cc2ccccc2)c2cccc(Cl)c12. Reaction SMILES: [CH2:1]([c:2]1[cH:3][cH:4][cH:5][cH:6][cH:7]1)[n:8]1[n:9][c:10]([C:20](=[O:21])[O:22][CH3:23])[c:11](=[O:19])[c:12]2[c:13]([Cl:18])[cH:14][cH:15][cH:16][c:17]12.[CH3:24][CH:25]([CH2:26][AlH:27][CH2:28][CH:29]([CH3:30])[CH3:31])[CH3:32].[O:33]1[CH2:34][CH2:35][CH2:36][CH2:37]1>>[CH2:1]([c:2]1[cH:3][cH:4][cH:5][cH:6][cH:7]1)[n:8]1[n:9][c:10]([CH2:20][OH:21])[c:11](=[O:19])[c:12]2[c:13]([Cl:18])[cH:14][cH:15][cH:16][c:17]12. The reactants are CC(C)CC(C(=O)NN)C(CCCc1ccccc1)C(=O)OC(C)(C)C, O=C(O)CNC(=O)OCc1ccccc1, CCN=C=NCCCN(C)C, CN(C)C=O, CCOCC, Cl. Yields the product CC(C)CC(C(=O)NNC(=O)CNC(=O)OCc1ccccc1)C(CCCc1ccccc1)C(=O)OC(C)(C)C. Reaction SMILES: [C:1]([CH3:2])([CH3:3])([CH3:4])[O:5][C:6](=[O:7])[CH:8]([CH2:9][CH2:10][CH2:11][c:12]1[cH:13][cH:14][cH:15][cH:16][cH:17]1)[CH:18]([C:19](=[O:20])[NH:21][NH2:22])[CH2:23][CH:24]([CH3:25])[CH3:26].[CH2:27]([c:28]1[cH:29][cH:30][cH:31][cH:32][cH:33]1)[O:34][C:35](=[O:36])[NH:37][CH2:38][C:39](=[O:40])[OH:41].[CH2:43]([N:44]=[C:45]=[N:46][CH2:47][CH2:48][CH2:49][N:50]([CH3:51])[CH3:52])[CH3:53].[CH3:54][N:55]([CH3:56])[CH:57]=[O:58].[CH3:59][CH2:60][O:61][CH2:62][CH3:63].[ClH:42]>>[C:1]([CH3:2])([CH3:3])([CH3:4])[O:5][C:6](=[O:7])[CH:8]([CH2:9][CH2:10][CH2:11][c:12]1[cH:13][cH:14][cH:15][cH:16][cH:17]1)[CH:18]([C:19](=[O:20])[NH:21][NH:22][C:39]([CH2:38][NH:37][C:35]([O:34][CH2:27][c:28]1[cH:29][cH:30][cH:31][cH:32][cH:33]1)=[O:36])=[O:40])[CH2:23][CH:24]([CH3:25])[CH3:26]. Reactants: CC(C)(C)[Si](C)(C)Cl, CN(C)C=O, O, CC1Cc2cccc(O)c2C1=O, c1c[nH]cn1. Yields the product CC1Cc2cccc(O[Si](C)(C)C(C)(C)C)c2C1=O. Reaction SMILES: [C:18]([CH3:19])([CH3:20])([CH3:21])[Si:22]([Cl:23])([CH3:24])[CH3:25].[O:27]=[CH:28][N:29]([CH3:30])[CH3:31].[OH2:26].[OH:1][c:2]1[cH:3][cH:4][cH:5][c:6]2[c:10]1[C:9](=[O:11])[CH:8]([CH3:12])[CH2:7]2.[nH:13]1[cH:14][cH:15][n:16][cH:17]1>>[O:1]([c:2]1[cH:3][cH:4][cH:5][c:6]2[c:10]1[C:9](=[O:11])[CH:8]([CH3:12])[CH2:7]2)[Si:22]([C:18]([CH3:19])([CH3:20])[CH3:21])([CH3:24])[CH3:25]. The reactants are Ethyl magnesium malonate, C1=CC=C(C=C1)COC(=O)[C@H](CCC(=O)O)NC(=O)OCC2=CC=CC=C2 (Z-Glu-Obzl), N-α-Cbz-L-glutamic acid α-benzyl ester, N,N′-carbonyl diimidazole. Solvent: C1CCOC1 (THF). Run at time 2 hour. Yields the product C(C)OC(CC(CC[C@@H](C(=O)OCC1=CC=CC=C1)NC(=O)OCC1=CC=CC=C1)=O)=O ((2S)-2-benzyloxycarbonylamino-5-oxo-heptanedioic acid 1-benzyl ester 7-ethyl ester). Isolated yield 40.0%. As a reaction SMILES: [CH:1]1[CH:6]=[CH:5][C:4]([CH2:7][O:8][C:9]([C@@H:11]([NH:17][C:18]([O:20][CH2:21][C:22]2[CH:27]=[CH:26][CH:25]=[CH:24][CH:23]=2)=[O:19])[CH2:12][CH2:13][C:14]([OH:16])=O)=[O:10])=[CH:3][CH:2]=1.C([O-])(=O)[CH2:29][C:30]([O-:32])=[O:31].[CH2:35]([Mg+2])[CH3:36]>C1COCC1>[CH2:35]([O:32][C:30](=[O:31])[CH2:29][C:14](=[O:16])[CH2:13][CH2:12][C@H:11]([NH:17][C:18]([O:20][CH2:21][C:22]1[CH:27]=[CH:26][CH:25]=[CH:24][CH:23]=1)=[O:19])[C:9]([O:8][CH2:7][C:4]1[CH:3]=[CH:2][CH:1]=[CH:6][CH:5]=1)=[O:10])[CH3:36] |f:1.2|. Procedure: Z-Glu-Obzl (a N-α-Cbz-L-glutamic acid α-benzyl ester) (5 g, 13.46 mmol) was dissolved in 50 ml of dry THF at room temperature. N,N′-carbonyl diimidazole (1.1 eq) was added slowly and the mixture was then stirred for 2 hrs at room temperature. Ethyl magnesium malonate (0.55 eq) was added, and the mixture was stirred at room temperature overnight. The product was extracted with ether, and washed with 10% NaHCO3, water, and brine. The residue containing 3 was purified by flash chromatography on sil... Reactants: N1(CCCC1)C1=NC(=NN1)N (5-pyrrolidin-1-yl-1H-[1,2,4]triazol-3-ylamine), BrC(C=O)C=O (2-bromomalonaldehyde). Yields the product BrC=1C=NC=2N(C1)N=C(N2)N2CCCC2 (6-Bromo-2-pyrrolidin-1-yl-[1,2,4]triazolo[1,5-a]pyrimidine). Reaction SMILES: [N:1]1([C:6]2[NH:10][N:9]=[C:8]([NH2:11])[N:7]=2)[CH2:5][CH2:4][CH2:3][CH2:2]1.[Br:12][CH:13]([CH:16]=O)[CH:14]=O>>[Br:12][C:13]1[CH:14]=[N:11][C:8]2[N:9]([N:10]=[C:6]([N:1]3[CH2:2][CH2:3][CH2:4][CH2:5]3)[N:7]=2)[CH:16]=1. Procedure details: The title compound, a light red solid, MS: m/e=268.1/270.1 (M+H+), can be prepared in accordance with the general method of example 42, step 1 from 5-pyrrolidin-1-yl-1H-[1,2,4]triazol-3-ylamine (CAS 154956-89-5) and 2-bromomalonaldehyde. Reactants: N1C(=CC=2C1=CN=CC2)C(C)=NO (1-(1H-pyrrolo[2,3-c]pyridin-2-yl)ethanone oxime), [H-].[Na+] (sodium hydride), C(=O)(OC(C)(C)C)NCCCCl (N-Boc chloropropylamine). Run in CN(C=O)C (N,N-dimethylformamide). Reaction conditions: temperature 60 celsius, time 0.5 hour. Product: C1(=CC=CC=C1)C(C1=CC=2C(=CN=CC2)N1)=NOCCCNC(OC(C)(C)C)=O (tert-butyl 3-[[[phenyl (1H-pyrrolo[2,3-c]pyridin-2-yl)methylene]amino]oxy]propylcarbamate). Yield: 91.7%. Reaction SMILES: [NH:1]1[C:5]2=[CH:6][N:7]=[CH:8][CH:9]=[C:4]2[CH:3]=[C:2]1[C:10](=[N:12][OH:13])[CH3:11].[H-].[Na+].[C:16]([NH:23][CH2:24][CH2:25][CH2:26]Cl)([O:18][C:19]([CH3:22])([CH3:21])[CH3:20])=[O:17]>CN(C)C=O>[C:11]1([C:10](=[N:12][O:13][CH2:26][CH2:25][CH2:24][NH:23][C:16](=[O:17])[O:18][C:19]([CH3:22])([CH3:21])[CH3:20])[C:2]2[NH:1][C:5]3=[CH:6][N:7]=[CH:8][CH:9]=[C:4]3[CH:3]=2)[CH:11]=[CH:10][CH:2]=[CH:3][CH:4]=1 |f:1.2|. Reported procedure: A mixture of 1-(1H-pyrrolo[2,3-c]pyridin-2-yl)ethanone oxime (Example 72) (100 mg, 0.42 mmol) and sodium hydride (18 mg of a 60% in mineral oil, 0.45 mmol) in N,N-dimethylformamide (4 mL) was stirred for 0.5 h. N-Boc chloropropylamine (86 mg, 0.44 mmol) was added dropwise and the reaction mixture was heated at 60° C. for 3 h. After stirring at room temperature for 12 h, the reaction mixture was quenched with water (10 mL) and extracted with ethyl acetate (3×15 mL). The combined organic extracts ...